This data is from the Open Reaction Database (ORD), a public repository of structured organic reaction records. The task is: describe an organic reaction: reactants, conditions, products, and yield Reactants: Cl.C1(CC1)COC1=C(C=CC(=C1)F)C=1C2=C(N=CN1)C(=C(N2)C)C(=O)NC2CCNCC2 (4-[2-(cyclopropylmethoxy)-4-fluorophenyl]-6-methyl-N-piperidin-4-yl-5H-pyrrolo[3,2-d]pyrimidine-7-carboxamide hydrochloride), COCC(=O)Cl (methoxy-acetyl chloride). The product is C1(CC1)COC1=C(C=CC(=C1)F)C=1C2=C(N=CN1)C(=C(N2)C)C(=O)NC2CCN(CC2)C(COC)=O (4-[2-(Cyclopropylmethoxy)-4-fluorophenyl]-N-[1-(methoxyacetyl)piperidin-4-yl]-6-methyl-5H-pyrrolo[3,2-d]pyrimidine-7-carboxamide). As a reaction SMILES: Cl.[CH:2]1([CH2:5][O:6][C:7]2[CH:12]=[C:11]([F:13])[CH:10]=[CH:9][C:8]=2[C:14]2[C:15]3[NH:22][C:21]([CH3:23])=[C:20]([C:24]([NH:26][CH:27]4[CH2:32][CH2:31][NH:30][CH2:29][CH2:28]4)=[O:25])[C:16]=3[N:17]=[CH:18][N:19]=2)[CH2:4][CH2:3]1.[CH3:33][O:34][CH2:35][C:36](Cl)=[O:37]>>[CH:2]1([CH2:5][O:6][C:7]2[CH:12]=[C:11]([F:13])[CH:10]=[CH:9][C:8]=2[C:14]2[C:15]3[NH:22][C:21]([CH3:23])=[C:20]([C:24]([NH:26][CH:27]4[CH2:28][CH2:29][N:30]([C:36](=[O:37])[CH2:35][O:34][CH3:33])[CH2:31][CH2:32]4)=[O:25])[C:16]=3[N:17]=[CH:18][N:19]=2)[CH2:4][CH2:3]1 |f:0.1|. Procedure details: Starting from 4-[2-(cyclopropylmethoxy)-4-fluorophenyl]-6-methyl-N-piperidin-4-yl-5H-pyrrolo[3,2-d]pyrimidine-7-carboxamide hydrochloride (example D.f6) and commercially available methoxy-acetyl chloride the title compound is obtained as colorless solid. The reactants are C(C)(=O)O.C(=N)N (Formamidine acetate), C(CC#N)#N (malononitrile), [O-]CC.[Na+] (sodium ethoxide), [Na] (sodium). The solvent is C(C)O (ethanol). Conditions: time 48 hour. Product: NC1=NC=NC=C1C#N (4-Amino-5-pyrimidinecarbonitrile). As a reaction SMILES: [C:1](O)(=O)C.[CH:5]([NH2:7])=[NH:6].[C:8](#[N:12])[CH2:9][C:10]#[N:11].[O-]CC.[Na+].[Na]>C(O)C>[NH2:6][C:5]1[C:9]([C:8]#[N:12])=[CH:10][N:11]=[CH:1][N:7]=1 |f:0.1,3.4,^1:16|. Reported procedure: Formamidine acetate (104.11 g., 1.00 mole) and malononitrile (33.03 g., 0.50 mole) are added to a solution of sodium ethoxide prepared from sodium (24.2 g., 1.05 mole) and absolute ethanol (750 ml.) in a nitrogen atmosphere. The mixture is stirred at room temperature for 48 hours. The off-white solid which separates is collected by filtration, washed with ice water then dried at 80° C./house vac. (ca. 200 mm.). The yield of product melting at greater than 340° C. (uncorr.) is 28.5 g. (47.0%). Re... Reactants: C1=NC(=S)C2=C(N1)N(C=N2)[C@H]3[C@@H]([C@@H]([C@H](O3)CO)O)O (6-mercaptopurine riboside), N1=CNC2=C1C=CC=C2.CO (benzimidazole methyl alcohol), [I-].C(#N)C[P+](C)(C)C ((cyanomethyl)trimethylphosphonium iodide), C(C)(C)N(CC)C(C)C (diisopropylethylamine). As a reaction SMILES: C1NC2N([C@@H]3O[C@H](CO)[C@@H](O)[C@H]3O)C=NC=2C(=S)N=1.[N:20]1[C:24]2[CH:25]=[CH:26][CH:27]=[CH:28][C:23]=2[NH:22][CH:21]=1.CO.[I-].C(C[P+](C)(C)C)#N.C(N(C(C)C)CC)(C)C>C(#N)CC.O>[N:20]1[C:24]2[CH:25]=[CH:26][CH:27]=[CH:28][C:23]=2[NH:22][CH:21]=1 |f:1.2,3.4|. The product is N1=CNC2=C1C=CC=C2 (Benzimidazole), alcohols. The solvent is C(CC)#N (propionitrile), O (water). Reported procedure: Benzimidazole analogs were synthesized by a Mitsunobu coupling (Zaragoza, F. Tetrahedron 2001, 57, 5451-5454 and Zaragoza, F.; Stephensen, H. J. Org. Chem. 2001, 66, 2518-2521) of 6-mercaptopurine riboside with benzimidazole-methyl alcohol (Kimura, T.; Takase, Y.; Hayashi, K.; Tanaka, H.; Ohtsuka, I.; Saeki, T.; Kogushi, M.; Yamada, T.; Fujimori, T.; Saitou, I.; Akasaka, K. J. Med. Chem. 1993, 36, 1630-1640), in the presence of (cyanomethyl)trimethylphosphonium iodide (36) and diisopropylethylam...